From a dataset of the Open Reaction Database (ORD), a public repository of structured organic reaction records. describe an organic reaction: reactants, conditions, products, and yield Procedure: By the method described in Example 7 using n-butyl lithium solution (9% w/v, 57 ml, 0.077 mol), and 2-methyl-4-phenyl-5,6,7,8-tetrahydroquinoline, the title compound is prepared and converted in situ to methyl 2-methyl-4-phenyl-5,6,7,8-tetrahydroquinoline-8-carboxylate and then to the corresponding 8-thioamide by the procedure described in U.S. Ser. No. 460,265. Starting materials: C(CCC)[Li] (n-butyl lithium), 8-thioamide, CC1=NC=2CCCCC2C(=C1)C1=CC=CC=C1 (2-methyl-4-phenyl-5,6,7,8-tetrahydroquinoline), CC1=NC=2C(CCCC2C(=C1)C1=CC=CC=C1)C(=O)OC (methyl 2-methyl-4-phenyl-5,6,7,8-tetrahydroquinoline-8-carboxylate). RXN SMILES: [CH2:1]([Li:5])[CH2:2][CH2:3][CH3:4].[CH3:6][C:7]1[CH:16]=[C:15]([C:17]2[CH:22]=[CH:21][CH:20]=[CH:19][CH:18]=2)[C:14]2CCCC[C:9]=2[N:8]=1.CC1C=C(C2C=CC=CC=2)C2CCCC(C(OC)=O)C=2N=1>>[Li:5][CH:1]1[C:9]2[N:8]=[C:7]([CH3:6])[CH:16]=[C:15]([C:17]3[CH:18]=[CH:19][CH:20]=[CH:21][CH:22]=3)[C:14]=2[CH2:4][CH2:3][CH2:2]1. Yields the product [Li]C1CCCC=2C(=CC(=NC12)C)C1=CC=CC=C1 (8-Lithio-2-methyl-4-phenyl-5,6,7,8-tetrahydroquinoline). RXN SMILES: [CH2:1]([O:3][C:4](=[O:29])[CH2:5][C:6]1[CH:11]=[CH:10][C:9]([O:12][CH3:13])=[C:8]([O:14][C:15]2[CH:20]=[CH:19][C:18](Br)=[CH:17][C:16]=2[CH2:22][N:23]2[CH2:27][CH2:26][O:25][C:24]2=[O:28])[CH:7]=1)[CH3:2].[NH:30]1[CH2:35][CH2:34][O:33][CH2:32][CH2:31]1.C1C=CC(P(C2C(C3C(P(C4C=CC=CC=4)C4C=CC=CC=4)=CC=C4C=3C=CC=C4)=C3C(C=CC=C3)=CC=2)C2C=CC=CC=2)=CC=1.CC(C)([O-])C.[Na+]>C1(C)C=CC=CC=1.C1C=CC(/C=C/C(/C=C/C2C=CC=CC=2)=O)=CC=1.C1C=CC(/C=C/C(/C=C/C2C=CC=CC=2)=O)=CC=1.C1C=CC(/C=C/C(/C=C/C2C=CC=CC=2)=O)=CC=1.[Pd].[Pd]>[CH2:1]([O:3][C:4](=[O:29])[CH2:5][C:6]1[CH:11]=[CH:10][C:9]([O:12][CH3:13])=[C:8]([O:14][C:15]2[CH:20]=[CH:19][C:18]([N:30]3[CH2:35][CH2:34][O:33][CH2:32][CH2:31]3)=[CH:17][C:16]=2[CH2:22][N:23]2[CH2:27][CH2:26][O:25][C:24]2=[O:28])[CH:7]=1)[CH3:2] |f:3.4,6.7.8.9.10|. The product is C(C)OC(CC1=CC(=C(C=C1)OC)OC1=C(C=C(C=C1)N1CCOCC1)CN1C(OCC1)=O)=O ({4-Methoxy-3-[4-morpholin-4-yl-2-(2-oxo-oxazolidin-3-ylmethyl)-phenoxy]-phenyl}-acetic acid ethyl ester). Procedure: {3-[4-Bromo-2-(2-oxo-oxazolidin-3-ylmethyl)-phenoxy]-4-methoxy-phenyl}-acetic acid ethyl ester (0.2 g, 0.43 mmol), morpholine (0.05 mL, 0.52 mmol), tris(dibenzylideneacetone)dipalladium(0) (0.01 g, 0.01 mmol), BINAP (0.026 g, 0.04 mmol), and sodium tert-butoxide (0.09 g, 0.86 mmol) were combined in toluene (10 mL) and stirred at 100° C. for 2 hours. The mixture was worked-up to give the title compound. Reagents/catalysts: C=1C=CC(=CC1)/C=C/C(=O)/C=C/C2=CC=CC=C2.C=1C=CC(=CC1)/C=C/C(=O)/C=C/C2=CC=CC=C2.C=1C=CC(=CC1)/C=C/C(=O)/C=C/C2=CC=CC=C2.[Pd].[Pd] (tris(dibenzylideneacetone)dipalladium(0)). Solvent: C1(=CC=CC=C1)C (toluene). Reaction conditions: temperature 100 celsius, time 2 hour. Starting materials: C(C)OC(CC1=CC(=C(C=C1)OC)OC1=C(C=C(C=C1)Br)CN1C(OCC1)=O)=O ({3-[4-Bromo-2-(2-oxo-oxazolidin-3-ylmethyl)-phenoxy]-4-methoxy-phenyl}-acetic acid ethyl ester), CC(C)([O-])C.[Na+] (sodium tert-butoxide), N1CCOCC1 (morpholine), C=1C=CC(=CC1)P(C=2C=CC=CC2)C3=CC=C4C=CC=CC4=C3C5=C6C=CC=CC6=CC=C5P(C=7C=CC=CC7)C=8C=CC=CC8 (BINAP). The reactants are C1CCNCC1, COC(=O)c1cnc(Cl)cn1, CCN(C(C)C)C(C)C, CN(C)C=O. Yields the product COC(=O)c1cnc(N2CCCCC2)cn1. Reaction SMILES: [CH2:21]1[CH2:22][CH2:23][NH:24][CH2:25][CH2:26]1.[CH3:1][O:2][C:3](=[O:4])[c:5]1[n:6][cH:7][c:8]([Cl:11])[n:9][cH:10]1.[CH:12]([N:13]([CH2:14][CH3:15])[CH:16]([CH3:17])[CH3:18])([CH3:19])[CH3:20].[O:27]=[CH:28][N:29]([CH3:30])[CH3:31]>>[CH3:1][O:2][C:3](=[O:4])[c:5]1[n:6][cH:7][c:8]([N:24]2[CH2:23][CH2:22][CH2:21][CH2:26][CH2:25]2)[n:9][cH:10]1. Product: COC(=O)C1=C(C)N=C(OC)N(C(=O)NCCCC(=O)OC(C)(C)C)C1c1ccc(F)cc1. Reactants: CO, ClCCl, COC(=O)C1=C(C)N=C(OC)N(C(=O)Oc2ccc([N+](=O)[O-])cc2)C1c1ccc(F)cc1, [K+], [K+], CC(C)(C)OC(=O)CCCN, O=C([O-])[O-]. As a reaction SMILES: [CH3:50][OH:51].[Cl:52][CH2:53][Cl:54].[F:1][c:2]1[cH:3][cH:4][c:5]([CH:8]2[C:9]([C:29](=[O:30])[O:31][CH3:32])=[C:10]([CH3:28])[N:11]=[C:12]([O:26][CH3:27])[N:13]2[C:14](=[O:15])[O:16][c:17]2[cH:18][cH:19][c:20]([N+:21]([O-:22])=[O:23])[cH:24][cH:25]2)[cH:6][cH:7]1.[K+:33].[K+:34].[NH2:39][CH2:40][CH2:41][CH2:42][C:43](=[O:44])[O:45][C:46]([CH3:47])([CH3:48])[CH3:49].[O-:35][C:36]([O-:37])=[O:38]>>[F:1][c:2]1[cH:3][cH:4][c:5]([CH:8]2[C:9]([C:29](=[O:30])[O:31][CH3:32])=[C:10]([CH3:28])[N:11]=[C:12]([O:26][CH3:27])[N:13]2[C:14](=[O:15])[NH:39][CH2:40][CH2:41][CH2:42][C:43](=[O:44])[O:45][C:46]([CH3:47])([CH3:48])[CH3:49])[cH:6][cH:7]1. Reactants: C(C1=CC=CC=C1)[C@H]1COC[C@@H](C(O[C@H]([C@@H]1OCC(C)C)C)=O)NC(=O)C1=NC=CC(=C1O)OC (N-[(3S,7S,8R,9S)-7-benzyl-8-isobutoxy-9-methyl-2-oxo-1,5-dioxonan-3-yl]-3-hydroxy-4-methoxy-pyridine-2-carboxamide). Reagents/catalysts: [Rh] (Rh/C). Solvent: C1CCOC1 (THF). Product: C1(CCCCC1)C[C@H]1COC[C@@H](C(O[C@H]([C@@H]1OCC(C)C)C)=O)NC(C1=NC=CC(=C1O)OC)=O (N-((3S,7 S,8R,9S)-7-(cyclohexylmethyl)-8-isobutoxy-9-methyl-2-oxo-1,5-dioxonan-3-yl)-3-hydroxy-4-methoxypicolinamide). The yield is 85261.0%. As a reaction SMILES: [CH2:1]([C@@H:8]1[C@@H:16]([O:17][CH2:18][CH:19]([CH3:21])[CH3:20])[C@H:15]([CH3:22])[O:14][C:13](=[O:23])[C@@H:12]([NH:24][C:25]([C:27]2[C:32]([OH:33])=[C:31]([O:34][CH3:35])[CH:30]=[CH:29][N:28]=2)=[O:26])[CH2:11][O:10][CH2:9]1)[C:2]1[CH:7]=[CH:6][CH:5]=[CH:4][CH:3]=1>C1COCC1.[Rh]>[CH:2]1([CH2:1][C@@H:8]2[C@@H:16]([O:17][CH2:18][CH:19]([CH3:21])[CH3:20])[C@H:15]([CH3:22])[O:14][C:13](=[O:23])[C@@H:12]([NH:24][C:25](=[O:26])[C:27]3[C:32]([OH:33])=[C:31]([O:34][CH3:35])[CH:30]=[CH:29][N:28]=3)[CH2:11][O:10][CH2:9]2)[CH2:3][CH2:4][CH2:5][CH2:6][CH2:7]1. Reported procedure: A solution of N-[(3S,7S,8R,9S)-7-benzyl-8-isobutoxy-9-methyl-2-oxo-1,5-dioxonan-3-yl]-3-hydroxy-4-methoxy-pyridine-2-carboxamide (25 mg, 0.05 mmol) in THF (1.2 mL) was passed through an H-cube bench top hydrogenator (5% Rh/C catalyst, 100° C., 100 bar H2, 1 mL/min). The reaction mixture was concentrated to furnish N-((3S,7 S,8R,9S)-7-(cyclohexylmethyl)-8-isobutoxy-9-methyl-2-oxo-1,5-dioxonan-3-yl)-3-hydroxy-4-methoxypicolinamide as a white solid (21 g, 83%): mp 89-92° C.; 1H NMR (400 MHz, CDCl3)... Reactants: CC(CN1CCN(CC1)S(=O)(=O)C1=NN(C=C1)C)N1N=CC(=C1)C=1C2=C(N=CN1)N(C=C2)COCC[Si](C)(C)C (4-[1-(1-methyl-2-{4-[(1-methyl-1H-pyrazol-3-yl)sulfonyl]piperazin-1-yl}ethyl)-1H-pyrazol-4-yl]-7-{[2-(trimethylsilyl)ethoxy]methyl}-7H-pyrrolo[2,3-d]pyrimidine), F[B-](F)(F)F.[Li+] (lithium tetrafluoroborate), [OH-].[NH4+] (ammonium hydroxide). Run in C(C)#N (acetonitrile), O (water), O (water). Reaction conditions: temperature 100 celsius, time 2 hour. Yields the product CC(CN1CCN(CC1)S(=O)(=O)C1=NN(C=C1)C)N1N=CC(=C1)C=1C2=C(N=CN1)NC=C2 (4-[1-(1-methyl-2-{4-[(1-methyl-1H-pyrazol-3-yl)sulfonyl]piperazin-1-yl}ethyl)-1H-pyrazol-4-yl]-7H-pyrrolo[2,3-d]pyrimidine). The yield is 84.1%. Reaction SMILES: [CH3:1][CH:2]([N:19]1[CH:23]=[C:22]([C:24]2[C:25]3[CH:32]=[CH:31][N:30](COCC[Si](C)(C)C)[C:26]=3[N:27]=[CH:28][N:29]=2)[CH:21]=[N:20]1)[CH2:3][N:4]1[CH2:9][CH2:8][N:7]([S:10]([C:13]2[CH:17]=[CH:16][N:15]([CH3:18])[N:14]=2)(=[O:12])=[O:11])[CH2:6][CH2:5]1.F[B-](F)(F)F.[Li+].[OH-].[NH4+]>C(#N)C.O>[CH3:1][CH:2]([N:19]1[CH:23]=[C:22]([C:24]2[C:25]3[CH:32]=[CH:31][NH:30][C:26]=3[N:27]=[CH:28][N:29]=2)[CH:21]=[N:20]1)[CH2:3][N:4]1[CH2:5][CH2:6][N:7]([S:10]([C:13]2[CH:17]=[CH:16][N:15]([CH3:18])[N:14]=2)(=[O:12])=[O:11])[CH2:8][CH2:9]1 |f:1.2,3.4|. Reported procedure: To a solution of 4-[1-(1-methyl-2-{4-[(1-methyl-1H-pyrazol-3-yl)sulfonyl]piperazin-1-yl}ethyl)-1H-pyrazol-4-yl]-7-{[2-(trimethylsilyl)ethoxy]methyl}-7H-pyrrolo[2,3-d]pyrimidine (0.243 g, 0.415 mmol) in acetonitrile (10 mL) and water (1 mL; ˜8% water/acetonitrile) was added lithium tetrafluoroborate (1.02 g, 10.7 mmol). The solution was refluxed at 100° C. overnight. The mixture was cooled down and 7.2 M of ammonium hydroxide in water (0.346 mL, 2.49 mmol) was added in portions over a period of 5...